Task: describe an organic reaction: reactants, conditions, products, and yield. Dataset: the Open Reaction Database (ORD), a public repository of structured organic reaction records Starting materials: C(C)OC(=O)NC1=NC=C(C=C1)NC(=O)OCC (2,5-bis(ethoxy-carbonyl-amino)-pyridine), [N+](=O)(O)[O-] (nitric acid), ice. Run in S(O)(O)(=O)=O (sulphuric acid). Reaction conditions: time 1 hour. Yields the product C(C)OC(=O)NC1=NC(=C(C=C1)NC(=O)OCC)[N+](=O)[O-] (2,5-bis(ethoxy-carbonyl-amino)-6-nitropyridine). As a reaction SMILES: [CH2:1]([O:3][C:4]([NH:6][C:7]1[CH:12]=[CH:11][C:10]([NH:13][C:14]([O:16][CH2:17][CH3:18])=[O:15])=[CH:9][N:8]=1)=[O:5])[CH3:2].[N+:19]([O-])([OH:21])=[O:20]>S(=O)(=O)(O)O>[CH2:1]([O:3][C:4]([NH:6][C:7]1[CH:12]=[CH:11][C:10]([NH:13][C:14]([O:16][CH2:17][CH3:18])=[O:15])=[C:9]([N+:19]([O-:21])=[O:20])[N:8]=1)=[O:5])[CH3:2]. Procedure details: 40 ml of concentrated sulphuric acid are cooled to 8° C. and 5 g of the compound of Stage 1 are added while stirring. At 5° C., 5 ml of concentrated nitric acid are then added dropwise and stirring is continued for 1 hour. Subsequently the mixture is poured on 300 to 400 g of ice and the precipitated crystals are isolated by filtering with suction 4 g of a yellow crystalline compound are obtained. On recrystallizing from ethanol this compound melts at 193° C. 1H-NMR Spectrum: 10.38 (s, NH), 9.72...